This data is from the Open Reaction Database (ORD), a public repository of structured organic reaction records. The task is: describe an organic reaction: reactants, conditions, products, and yield Conditions: time 10 minute. Solvent: C(Cl)Cl (methylene chloride). Product: C(C1=CC=CC=C1)OCCCC[C@@H](CCC(=O)OC)CCOC=1C=NC=CC1 (methyl (S)-8-(benzyloxy)-4-[2-(3-pyridyloxy)ethyl]octanoate). RXN SMILES: [CH2:1]([O:8][CH2:9][CH2:10][CH2:11][CH2:12][C@H:13]([CH2:20][CH2:21][OH:22])[CH2:14][CH2:15][C:16]([O:18][CH3:19])=[O:17])[C:2]1[CH:7]=[CH:6][CH:5]=[CH:4][CH:3]=1.O[C:24]1[CH:25]=[N:26][CH:27]=[CH:28][CH:29]=1.C1(P(C2C=CC=CC=2)C2C=CC=CC=2)C=CC=CC=1.N(C(OC(C)C)=O)=NC(OC(C)C)=O>C(Cl)Cl>[CH2:1]([O:8][CH2:9][CH2:10][CH2:11][CH2:12][C@H:13]([CH2:20][CH2:21][O:22][C:24]1[CH:25]=[N:26][CH:27]=[CH:28][CH:29]=1)[CH2:14][CH2:15][C:16]([O:18][CH3:19])=[O:17])[C:2]1[CH:7]=[CH:6][CH:5]=[CH:4][CH:3]=1. The reactants are C(C1=CC=CC=C1)OCCCC[C@@H](CCC(=O)OC)CCO (methyl (S)-8-(benzyloxy)-4-(2-hydroxyethyl)octanoate), OC=1C=NC=CC1 (3-hydroxypyridine), C1(=CC=CC=C1)P(C1=CC=CC=C1)C1=CC=CC=C1 (triphenylphosphine), N(=NC(=O)OC(C)C)C(=O)OC(C)C (diisopropyl azodicarboxylate). Reported procedure: To a solution of methyl (S)-8-(benzyloxy)-4-(2-hydroxyethyl)octanoate (1.61 g, 5.2 mmol) in methylene chloride (20 ml) is added 3-hydroxypyridine (0.51 g, 5.4 mmol) and triphenylphosphine (1.82 g, 7 mmol). The mixture is stirred at room temperature for 10 minutes and then diisopropyl azodicarboxylate (1.05 ml, 5.3 mmol) is added slowly. The mixture is allowed to stir for 2 hours and the solvent is evaporated. The residue is purified by flash chromatography on silica gel using 1:1 ethyl acetate/h... The solvent is CCOC(=O)C (EtOAc), CO (methanol). Procedure: To 4-carbomethoxybenzaldehyde (79 mg, 0.48 mmol) and acetophenone (56 μL, 0.48 mmol) in anhydrous methanol (1.6 mL), was added neat sodium methoxide (26 mg, 0.48 mmol). The mixture was stirred at room temperature overnight then heated to reflux for 1 hour, cooled down to room temperature and added HCl 1N and EtOAc. The layers were separated and the organic layer dried over anhydrous MgSO4 and filtered. The solvent was evaporated under vacuum to afford a yellow solid, which was recrystallized fro... Product: COC(C1=CC=C(C=C1)C=CC(C1=CC=CC=C1)=O)=O (Methyl-4-(3-oxo-3-phenylpropenyl)-benzoate). The reactants are Cl (HCl), C(=O)(OC)C1=CC=C(C=O)C=C1 (4-carbomethoxybenzaldehyde), C(C)(=O)C1=CC=CC=C1 (acetophenone), C[O-].[Na+] (sodium methoxide). Reaction conditions: time 8 hour. RXN SMILES: [C:1]([C:5]1[CH:12]=[CH:11][C:8]([CH:9]=O)=[CH:7][CH:6]=1)([O:3][CH3:4])=[O:2].[C:13]([C:16]1[CH:21]=[CH:20][CH:19]=[CH:18][CH:17]=1)(=[O:15])[CH3:14].C[O-].[Na+].Cl>CO.CCOC(C)=O>[CH3:4][O:3][C:1](=[O:2])[C:5]1[CH:12]=[CH:11][C:8]([CH:9]=[CH:14][C:13](=[O:15])[C:16]2[CH:21]=[CH:20][CH:19]=[CH:18][CH:17]=2)=[CH:7][CH:6]=1 |f:2.3|. Yield: 96.0%. Product: ClC=1C=C(C=CS(=O)(=O)NC(C2=CC(=C(C=C2)OC)OC)=N)C=CC1Cl (N-(3,4-DICHLOROSTYRYLSULFONYL)-3,4-DIMETHOXYBENZAMIDINE). Reaction SMILES: [NH3:1].[Cl:2][C:3]1[CH:4]=[C:5]([CH:24]=[CH:25][C:26]=1[Cl:27])[CH:6]=[CH:7][S:8]([N:11]=[C:12](Cl)[C:13]1[CH:18]=[CH:17][C:16]([O:19][CH3:20])=[C:15]([O:21][CH3:22])[CH:14]=1)(=[O:10])=[O:9]>C1C=CC=CC=1>[Cl:2][C:3]1[CH:4]=[C:5]([CH:24]=[CH:25][C:26]=1[Cl:27])[CH:6]=[CH:7][S:8]([NH:11][C:12](=[NH:1])[C:13]1[CH:18]=[CH:17][C:16]([O:19][CH3:20])=[C:15]([O:21][CH3:22])[CH:14]=1)(=[O:10])=[O:9]. Run in C1=CC=CC=C1 (benzene). The reactants are N (Ammonia), ClC=1C=C(C=CS(=O)(=O)N=C(C2=CC(=C(C=C2)OC)OC)Cl)C=CC1Cl (N-(3,4-dichlorostyrylsulfonyl)-3,4-dimethoxybenzimidoyl chloride). Procedure details: Ammonia gas is bubbled through a solution of N-(3,4-dichlorostyrylsulfonyl)-3,4-dimethoxybenzimidoyl chloride (8.7 g., 0.02 mole) in 100 ml. of dry benzene for a period of 1 hr. The solvent evaporated under reduced pressure and the solid residue stirred with 50 ml. of water and filtered affords 8.0 g. (96% yield) of N-(3,4-DICHLOROSTYRYLSULFONYL)-3,4-DIMETHOXYBENZAMIDINE, m.p. 205°-210° C. A sample crystallized from acetonitrile has a melting point of 208°-211° C. Starting materials: ClC=1C=C(C=CC1Cl)C1=CC=C(O1)CCNC(=O)C1=CC(=NN1)C(=O)O (5-{2-[5-(3,4-dichlorophenyl)furan-2-yl]ethylcarbamoyl}-1H-pyrazole-3-carboxylic acid), C(C)(=O)N1CCNCC1 (1-acetylpiperazine). Procedure details: The title compound was prepared as in Example 1 starting from 5-{2-[5-(3,4-dichlorophenyl)furan-2-yl]ethylcarbamoyl}-1H-pyrazole-3-carboxylic acid and 1-acetylpiperazine. The crude product was triturated in CH2Cl2 at room temperature to afford the product. 1H NMR (400 MHz, CDCl3): 2.15 (3H, s), 3.01 (2H, t), 3.58 (2H, m), 3.72 (2H, m), 3.78 (2H, q), 3.84 (4H, m), 6.21 (1H, d), 6.59 (1H, d), 7.04 (1H, s), about 7.28 (1H, broad s), 7.41 (2H, m), 7.74 (1H, s), 11.35 (1H, broad s). Product: ClC=1C=C(C=CC1Cl)C1=CC=C(O1)CCNC(=O)C=1NN=C(C1)C(=O)N1CCN(CC1)C(C)=O (5-(4-Acetylpiperazine-1-carbonyl)-2H-pyrazole-3-carboxylic acid {2-[5-(3,4-dichlorophenyl)furan-2-yl]ethyl}amide). RXN SMILES: [Cl:1][C:2]1[CH:3]=[C:4]([C:9]2[O:13][C:12]([CH2:14][CH2:15][NH:16][C:17]([C:19]3[NH:23][N:22]=[C:21]([C:24]([OH:26])=O)[CH:20]=3)=[O:18])=[CH:11][CH:10]=2)[CH:5]=[CH:6][C:7]=1[Cl:8].[C:27]([N:30]1[CH2:35][CH2:34][NH:33][CH2:32][CH2:31]1)(=[O:29])[CH3:28]>>[Cl:1][C:2]1[CH:3]=[C:4]([C:9]2[O:13][C:12]([CH2:14][CH2:15][NH:16][C:17]([C:19]3[NH:23][N:22]=[C:21]([C:24]([N:33]4[CH2:34][CH2:35][N:30]([C:27](=[O:29])[CH3:28])[CH2:31][CH2:32]4)=[O:26])[CH:20]=3)=[O:18])=[CH:11][CH:10]=2)[CH:5]=[CH:6][C:7]=1[Cl:8].